This data is from the Open Reaction Database (ORD), a public repository of structured organic reaction records. The task is: describe an organic reaction: reactants, conditions, products, and yield Starting materials: CC(=O)OO, C=CCOC(=O)C=CC(=O)OCC=C. Yields the product C=CCOC(=O)C=CC(=O)OCC1CO1. RXN SMILES: [C:15]([O:16][OH:18])(=[O:17])[CH3:19].[C:1]([CH:2]=[CH:3][C:4](=[O:5])[O:6][CH2:7][CH:8]=[CH2:9])(=[O:10])[O:11][CH2:12][CH:13]=[CH2:14]>>[C:1]([CH:2]=[CH:3][C:4](=[O:5])[O:6][CH2:7][CH:8]=[CH2:9])(=[O:10])[O:11][CH2:12][CH:13]1[CH2:14][O:17]1. The reactants are FC1=CC=C(C=C1)C=1OC2=C(C1C(=O)NC)C=C(C(=C2)N(S(=O)(=O)C)C)C2=CC(=CC=C2)B2OC(C(O2)(C)C)(C)C (2-(4-fluorophenyl)-N-methyl-6-(N-methylmethylsulfonamido)-5-(3-(4,4,5,5-tetramethyl-1,3,2-dioxaborolan-2-yl)phenyl)benzofuran-3-carboxamide), C(C1=CC=CC=C1)OC=1C(=NC(=CC1)Cl)C1=NN2C(C=CC=C2)=C1CO ((2-(3-(benzyloxy)-6-chloropyridin-2-yl)pyrazolo[1,5-a]pyridin-3-yl)methanol), CC(C)C1=CC(=C(C(=C1)C(C)C)C2=C(C=CC=C2)P(C3CCCCC3)C4CCCCC4)C(C)C (X-Phos), [O-]P(=O)([O-])[O-].[K+].[K+].[K+] (K3PO4). Reagents/catalysts: C=1C=CC(=CC1)/C=C/C(=O)/C=C/C2=CC=CC=C2.C=1C=CC(=CC1)/C=C/C(=O)/C=C/C2=CC=CC=C2.C=1C=CC(=CC1)/C=C/C(=O)/C=C/C2=CC=CC=C2.[Pd].[Pd] (Pd2(dba)3). Solvent: O1CCOCC1.O (dioxane H2O). Run at temperature 100 celsius, time 8 hour. The product is C(C1=CC=CC=C1)OC=1C=CC(=NC1C1=NN2C(C=CC=C2)=C1CO)C=1C(=CC2=C(C(=C(O2)C2=CC=C(C=C2)F)C(=O)NC)C1)N(S(=O)(=O)C)C (5-(5-(benzyloxy)-6-(3-(hydroxymethyl)pyrazolo[1,5-a]pyridin-2-yl)pyridin-2-yl)-2-(4-fluorophenyl)-N-methyl-6-(N-methylmethylsulfonamido)benzofuran-3-carboxamide). Yield: 51.8%. Reaction SMILES: [F:1][C:2]1[CH:7]=[CH:6][C:5]([C:8]2[O:9][C:10]3[CH:20]=[C:19]([N:21]([CH3:26])[S:22]([CH3:25])(=[O:24])=[O:23])[C:18](C4C=CC=C(B5OC(C)(C)C(C)(C)O5)C=4)=[CH:17][C:11]=3[C:12]=2[C:13]([NH:15][CH3:16])=[O:14])=[CH:4][CH:3]=1.[CH2:42]([O:49][C:50]1[C:51]([C:57]2[C:65]([CH2:66][OH:67])=[C:60]3[CH:61]=[CH:62][CH:63]=[CH:64][N:59]3[N:58]=2)=[N:52][C:53](Cl)=[CH:54][CH:55]=1)[C:43]1[CH:48]=[CH:47][CH:46]=[CH:45][CH:44]=1.CC(C1C=C(C(C)C)C(C2C=CC=CC=2P(C2CCCCC2)C2CCCCC2)=C(C(C)C)C=1)C.[O-]P([O-])([O-])=O.[K+].[K+].[K+]>O1CCOCC1.O.C1C=CC(/C=C/C(/C=C/C2C=CC=CC=2)=O)=CC=1.C1C=CC(/C=C/C(/C=C/C2C=CC=CC=2)=O)=CC=1.C1C=CC(/C=C/C(/C=C/C2C=CC=CC=2)=O)=CC=1.[Pd].[Pd]>[CH2:42]([O:49][C:50]1[CH:55]=[CH:54][C:53]([C:18]2[C:19]([N:21]([CH3:26])[S:22]([CH3:25])(=[O:23])=[O:24])=[CH:20][C:10]3[O:9][C:8]([C:5]4[CH:4]=[CH:3][C:2]([F:1])=[CH:7][CH:6]=4)=[C:12]([C:13]([NH:15][CH3:16])=[O:14])[C:11]=3[CH:17]=2)=[N:52][C:51]=1[C:57]1[C:65]([CH2:66][OH:67])=[C:60]2[CH:61]=[CH:62][CH:63]=[CH:64][N:59]2[N:58]=1)[C:43]1[CH:44]=[CH:45][CH:46]=[CH:47][CH:48]=1 |f:3.4.5.6,7.8,9.10.11.12.13|. Procedure details: To a degassed solution of 2-(4-fluorophenyl)-N-methyl-6-(N-methylmethylsulfonamido)-5-(3-(4,4,5,5-tetramethyl-1,3,2-dioxaborolan-2-yl)phenyl)benzofuran-3-carboxamide (452 mg, 0.90 mmol) and compound (2-(3-(benzyloxy)-6-chloropyridin-2-yl)pyrazolo[1,5-a]pyridin-3-yl)methanol (300 mg, 0.82 mmol) in dioxane/H2O (5 mL/1 mL) was added Pd2(dba)3 (90 mg, 0.1 mmol), X-Phos (95 mg, 0.2 mmol) and K3PO4 (1.2 g, 2.4 mmol) under N2. After stirred at 100° C. overnight, the reaction mixture was cooled to room ... Starting materials: CC1=NCCC2=CC=CC=C12 (1-methyl-3,4-dihydroisoquinoline), [N+](=O)(O)[O-] (nitric acid), [N+](=O)(O)[O-] (nitric acid), [OH-].[Na+] (sodium hydroxide). Reaction conditions: time 8 hour. Product: CC1=NCCC2=CC=C(C=C12)[N+](=O)[O-] (1-methyl-7-nitro-3,4-dihydroisoquinoline). RXN SMILES: [CH3:1][C:2]1[C:11]2[C:6](=[CH:7][CH:8]=[CH:9][CH:10]=2)[CH2:5][CH2:4][N:3]=1.[OH-].[Na+].[N+:14]([O-])([OH:16])=[O:15]>>[CH3:1][C:2]1[C:11]2[C:6](=[CH:7][CH:8]=[C:9]([N+:14]([O-:16])=[O:15])[CH:10]=2)[CH2:5][CH2:4][N:3]=1 |f:1.2|. Procedure details: 1.0 g of 1-methyl-3,4-dihydroisoquinoline was dissolved in 7.0 ml of conc. nitric acid at 0° C., and 14.0 ml of fuming nitric acid was added dropwise to the solution. The solution was stirred for one hour at the same temperature, and overnight at room temperature. The reaction mixture was poured into ice, neutralized with aqueous solution of sodium hydroxide, and extracted with ethyl acetate. The organic layer was washed with saturated aqueous solution of sodium chloride, and dried with anhydrou... Reactants: CC(=O)N1CCNCC1, CC(=O)c1ccnc(NC(=O)OC(C)(C)C)c1, CC(=O)O, [BH3-]C#N, CO, [Na+], [Na+], O=C([O-])O. Yields the product CC(=O)N1CCN(C(C)c2ccnc(NC(=O)OC(C)(C)C)c2)CC1. Reaction SMILES: [C:18]([CH3:19])(=[O:20])[N:21]1[CH2:22][CH2:23][NH:24][CH2:25][CH2:26]1.[C:1]([CH3:2])(=[O:3])[c:4]1[cH:5][c:6]([NH:10][C:11]([O:12][C:13]([CH3:14])([CH3:15])[CH3:16])=[O:17])[n:7][cH:8][cH:9]1.[C:27]([OH:28])(=[O:29])[CH3:30].[C:31]([BH3-:32])#[N:33].[CH3:35][OH:36].[Na+:34].[Na+:41].[O-:37][C:38]([OH:39])=[O:40]>>[CH:1]([CH3:2])([c:4]1[cH:5][c:6]([NH:10][C:11]([O:12][C:13]([CH3:14])([CH3:15])[CH3:16])=[O:17])[n:7][cH:8][cH:9]1)[N:24]1[CH2:23][CH2:22][N:21]([C:18]([CH3:19])=[O:20])[CH2:26][CH2:25]1. Starting materials: CSC(=C[N+](=O)[O-])SC, CCO, NCCNc1ccc(Cl)nc1. Product: O=[N+]([O-])C=C1NCCN1c1ccc(Cl)nc1. RXN SMILES: [CH3:12][S:13][C:14](=[CH:15][N+:16](=[O:17])[O-:18])[S:19][CH3:20].[CH3:21][CH2:22][OH:23].[Cl:1][c:2]1[cH:3][cH:4][c:5]([NH:8][CH2:9][CH2:10][NH2:11])[cH:6][n:7]1>>[Cl:1][c:2]1[cH:3][cH:4][c:5]([N:8]2[CH2:9][CH2:10][NH:11][C:14]2=[CH:15][N+:16](=[O:17])[O-:18])[cH:6][n:7]1. Reactants: COCOC1CC(C1)(C=1SC=CC1)C1=NN=C2N1CCCCCC2 (3-[3-(Methoxymethoxy)-1-(2-thienyl)cyclobutyl]-5,6,7,8,9,10-hexahydro[1,2,4]triazolo[4,3-a]azocine), FC(C(=O)O)(F)F (trifluoroacetic acid). Run in C(Cl)Cl (methylene chloride). Reaction conditions: time 21 hour. Product: N=1N=C(N2C1CCCCCC2)C2(CC(C2)O)C=2SC=CC2 (3-(5,6,7,8,9,10-hexahydro[1,2,4]triazolo[4,3-a]azocin-3-yl)-3-(2-thienyl)cyclobutanol). The yield is 71.6%. Reaction SMILES: COC[O:4][CH:5]1[CH2:8][C:7]([C:14]2[N:18]3[CH2:19][CH2:20][CH2:21][CH2:22][CH2:23][CH2:24][C:17]3=[N:16][N:15]=2)([C:9]2[S:10][CH:11]=[CH:12][CH:13]=2)[CH2:6]1.FC(F)(F)C(O)=O>C(Cl)Cl>[N:16]1[N:15]=[C:14]([C:7]2([C:9]3[S:10][CH:11]=[CH:12][CH:13]=3)[CH2:6][CH:5]([OH:4])[CH2:8]2)[N:18]2[CH2:19][CH2:20][CH2:21][CH2:22][CH2:23][CH2:24][C:17]=12. Procedure details: 3-[3-(Methoxymethoxy)-1-(2-thienyl)cyclobutyl]-5,6,7,8,9,10-hexahydro[1,2,4]triazolo[4,3-a]azocine (6.14 g) was dissolved in methylene chloride (125 ml) and then trifluoroacetic acid (25 ml) was added thereto, followed by stirring at room temperature for 21 hours. The reaction solution was subjected to evaporation under reduced pressure and the resulting residue was diluted with a 1M aqueous sodium hydroxide solution (100 ml), followed by extraction with chloroform (100 ml×2). The organic layer ... The reactants are O=C([O-])[O-], CC#N, CCOC(C)=O, ClCCCCCl, [I-], [K+], [K+], Nc1nn2c(-c3ccc(Cl)cc3)c(-c3ccccc3Cl)cnc2c1C(=O)NC1CCCC1, [Na+], O, O. The product is O=C(NC1CCCC1)c1c(N2CCCC2)nn2c(-c3ccc(Cl)cc3)c(-c3ccccc3Cl)cnc12. RXN SMILES: [C:39](=[O:40])([O-:41])[O-:42].[C:47](#[N:48])[CH3:49].[CH3:52][CH2:53][O:54][C:55](=[O:56])[CH3:57].[Cl:33][CH2:34][CH2:35][CH2:36][CH2:37][Cl:38].[I-:46].[K+:43].[K+:44].[NH2:1][c:2]1[n:3][n:4]2[c:5]([n:6][cH:7][c:8](-[c:17]3[c:18]([Cl:23])[cH:19][cH:20][cH:21][cH:22]3)[c:9]2-[c:10]2[cH:11][cH:12][c:13]([Cl:16])[cH:14][cH:15]2)[c:24]1[C:25]([NH:26][CH:27]1[CH2:28][CH2:29][CH2:30][CH2:31]1)=[O:32].[Na+:45].[OH2:50].[OH2:51]>>[N:1]1([c:2]2[n:3][n:4]3[c:5]([n:6][cH:7][c:8](-[c:17]4[c:18]([Cl:23])[cH:19][cH:20][cH:21][cH:22]4)[c:9]3-[c:10]3[cH:11][cH:12][c:13]([Cl:16])[cH:14][cH:15]3)[c:24]2[C:25]([NH:26][CH:27]2[CH2:28][CH2:29][CH2:30][CH2:31]2)=[O:32])[CH2:34][CH2:35][CH2:36][CH2:37]1. Reactants: COC=1C=C2C[C@@H](C2=CC1OC)CNC ({[(7S)-3,4-dimethoxybicyclo[4.2.0]octa-1,3,5-trien-7-yl]methyl}methylamine), BrCC#N (bromoacetonitrile), C([O-])([O-])=O.[Na+].[Na+] (sodium carbonate). Solvent: C(C(C)C)C(=O)C (methyl isobutyl ketone). Reaction conditions: time 8 hour. The product is COC=1C=C2C[C@@H](C2=CC1OC)CN(C)CC#N ([{[(7S)-3, 4-Dimethoxybicyclo[4.2.0]octa-1,3,5-trien-7-yl]methyl}(methyl)amino]acetonitrile). As a reaction SMILES: [CH3:1][O:2][C:3]1[CH:4]=[C:5]2[C:8](=[CH:9][C:10]=1[O:11][CH3:12])[C@@H:7]([CH2:13][NH:14][CH3:15])[CH2:6]2.Br[CH2:17][C:18]#[N:19].C(=O)([O-])[O-].[Na+].[Na+]>C(C(C)=O)C(C)C>[CH3:1][O:2][C:3]1[CH:4]=[C:5]2[C:8](=[CH:9][C:10]=1[O:11][CH3:12])[C@@H:7]([CH2:13][N:14]([CH2:17][C:18]#[N:19])[CH3:15])[CH2:6]2 |f:2.3.4|. Procedure: At ambient temperature, 1.04 g (5 mmol) of {[(7S)-3,4-dimethoxybicyclo[4.2.0]octa-1,3,5-trien-7-yl]methyl}methylamine, 0.35 mL (5 mmol/1 eq.) of bromoacetonitrile and 2.16 g (20 mmol/4 eq.) of sodium carbonate are mixed into 16 mL of methyl isobutyl ketone. Refluxing is carried out overnight, followed by drying. The residue is taken up in water and the aqueous phase is extracted with dichloromethane. The combined organic phases are dried over magnesium sulphate to yield, after concentration, the... Reactants: C([O-])([O-])=O.[K+].[K+] (potassium carbonate), C1(=CC=CC=C1)CCN (phenylethylamine), C1=C(C=CC2=CC=CC=C12)OCCCCCl (4-(2-naphthyloxy)-1-chlorobutane). Run in CS(=O)C (DMSO), O (water). Reaction conditions: temperature 140 celsius. The product is C1(=CC=CC=C1)CCNCC(CC)OC1=CC2=CC=CC=C2C=C1 (N-(2-phenylethyl)-(2-(naphthalen-2-yloxy)butyl)amine). As a reaction SMILES: [C:1](=O)([O-])[O-].[K+].[K+].[C:7]1([CH2:13][CH2:14][NH2:15])[CH:12]=[CH:11][CH:10]=[CH:9][CH:8]=1.[CH:16]1[C:25]2[C:20](=[CH:21][CH:22]=[CH:23][CH:24]=2)[CH:19]=[CH:18][C:17]=1[O:26][CH2:27][CH2:28][CH2:29]CCl>CS(C)=O.O>[C:7]1([CH2:13][CH2:14][NH:15][CH2:1][CH:27]([O:26][C:17]2[CH:18]=[CH:19][C:20]3[C:25](=[CH:24][CH:23]=[CH:22][CH:21]=3)[CH:16]=2)[CH2:28][CH3:29])[CH:12]=[CH:11][CH:10]=[CH:9][CH:8]=1 |f:0.1.2|. Procedure: A mixture of anhydrous potassium carbonate (10 gm, in excess) and phenylethylamine (0.4 ml, 0.003 mole) was taken in dry DMSO (40 ml). Now 4-(2-naphthyloxy)-1-chlorobutane (0.5 gm, 0.002 mole) was added in it. Reaction mixture was refluxed at 140° C. for 8 hrs and the reaction was completed as checked by TLC. Reaction mixture was poured in distilled water (60 ml) and extracted with ethyl acetate thrice. The organic layer was separated and concentrated to oily compound which was later crystallize...